From a dataset of the Open Reaction Database (ORD), a public repository of structured organic reaction records. describe an organic reaction: reactants, conditions, products, and yield The reactants are ClC=1C=CC=2N(C1)C=C(N2)CCl (6-chloro-2-(chloromethyl)imidazo[1,2-a]pyridine), ClC=1C=C(C=CC1Cl)N1CCNCC1 (1-(3,4-dichlorophenyl)piperazine). The product is ClC=1C=CC=2N(C1)C=C(N2)CN2CCN(CC2)C2=CC(=C(C=C2)Cl)Cl (6-Chloro-2-[[4-(3,4-dichlorophenyl)-1-piperazinyl]-methyl]imidazo[1,2-a]pyridine). Isolated yield 41.6%. As a reaction SMILES: [Cl:1][C:2]1[CH:3]=[CH:4][C:5]2[N:6]([CH:8]=[C:9]([CH2:11]Cl)[N:10]=2)[CH:7]=1.[Cl:13][C:14]1[CH:15]=[C:16]([N:21]2[CH2:26][CH2:25][NH:24][CH2:23][CH2:22]2)[CH:17]=[CH:18][C:19]=1[Cl:20]>>[Cl:1][C:2]1[CH:3]=[CH:4][C:5]2[N:6]([CH:8]=[C:9]([CH2:11][N:24]3[CH2:23][CH2:22][N:21]([C:16]4[CH:17]=[CH:18][C:19]([Cl:20])=[C:14]([Cl:13])[CH:15]=4)[CH2:26][CH2:25]3)[N:10]=2)[CH:7]=1. Procedure details: Following the general procedure of Example 11 and making non-critical variations, 6-chloro-2-(chloromethyl)imidazo[1,2-α]pyridine (Example 4, Step 1; 0.493 g) and 1-(3,4-dichlorophenyl)piperazine (Aldrich; 0.636 g) are converted to 0.404 g of the title compound after chromatography on silica gel and crystallization from ethyl ether/hexane; mp 122.5-123.5° C.; MS m/z 394; IR (mineral oil) 1339, 1488, 804, 1072, 2807 cm-1 ; 1H NMR (CDCl3) δ2.72, 3.21, 3.77, 6.72, 6.94, 7.13, 7.26, 7.52, 8.14. Starting materials: C1(=CC=CC=C1)C(C=O)C1=CC=CC=C1 (Diphenylacetaldehyde), [H-].[Na+] (sodium hydride), Br.C(C)OC([C@H]1CN(CCC1)CCBr)=O ((R)-1-(2-bromoethyl)nipecotic acid ethyl ester hydrobromide). Solvent: C1(=CC=CC=C1)C (toluene). Run at time 0.5 hour. The product is C(C)OC(=O)[C@H]1CN(CCC1)CCOC=C(C1=CC=CC=C1)C1=CC=CC=C1 ((R)-1-[2-[[2,2-Diphenylethenyl]oxy]ethyl]-3-piperidine carboxylic acid ethyl ester). The yield is 69.6%. Reaction SMILES: [C:1]1([CH:7]([C:10]2[CH:15]=[CH:14][CH:13]=[CH:12][CH:11]=2)[CH:8]=[O:9])[CH:6]=[CH:5][CH:4]=[CH:3][CH:2]=1.[H-].[Na+].Br.[CH2:19]([O:21][C:22](=[O:32])[C@@H:23]1[CH2:28][CH2:27][CH2:26][N:25]([CH2:29][CH2:30]Br)[CH2:24]1)[CH3:20]>C1(C)C=CC=CC=1>[CH2:19]([O:21][C:22]([C@@H:23]1[CH2:28][CH2:27][CH2:26][N:25]([CH2:29][CH2:30][O:9][CH:8]=[C:7]([C:1]2[CH:2]=[CH:3][CH:4]=[CH:5][CH:6]=2)[C:10]2[CH:11]=[CH:12][CH:13]=[CH:14][CH:15]=2)[CH2:24]1)=[O:32])[CH3:20] |f:1.2,3.4|. Procedure: Diphenylacetaldehyde (4.9 g, 0.025 mole) was added dropwise to a mixture of sodium hydride (1.5 g, 0.05 mole, 80% oil dispersion) and dry toluene (25 ml) at 0° C. This mixture was stirred at room temperature for 0.5 h, heated to 50° C. and allowed to cool to room temperature. The above (R)-1-(2-bromoethyl)nipecotic acid ethyl ester hydrobromide (8.6 g, 0.025 mole) was added portionwise whilst the temperature was kept below 30° C. with an ice-water bath. After being stirred for 1 h the reaction m... Reactants: CC1=NC=C(C(=N1)N)C=NCC=1C(=NC(=NC1)C)N (2-methyl-4-amino-5-pyrimidylmethylidene-(2-methyl-4-amino-5-pyrimidylmethyl)amine), CC1=NC=C(C(=N1)N)CO (2-methyl-4-amino-5-hydroxylmethylpyrimidine), CC1=NC=C(C(=N1)N)C=NO (2-methyl-4-amino-5-pyrimidine aldoxime). Yields the product CC1=NC=C(C(=N1)N)CNCC=1C(=NC(=NC1)C)N (Di-(2-methyl-4-amino-5-pyrimidylmethyl)amine). As a reaction SMILES: [CH3:1][C:2]1[N:7]=[C:6]([NH2:8])[C:5]([CH:9]=[N:10][CH2:11][C:12]2[C:13]([NH2:19])=[N:14][C:15]([CH3:18])=[N:16][CH:17]=2)=[CH:4][N:3]=1.CC1N=C(N)C(CO)=CN=1.CC1N=C(N)C(C=NO)=CN=1>>[CH3:1][C:2]1[N:7]=[C:6]([NH2:8])[C:5]([CH2:9][NH:10][CH2:11][C:12]2[C:13]([NH2:19])=[N:14][C:15]([CH3:18])=[N:16][CH:17]=2)=[CH:4][N:3]=1. Reported procedure: And, neither 2-methyl-4-amino-5-pyrimidylmethylidene-(2-methyl-4-amino-5-pyrimidylmethyl)amine nor 2-methyl-4-amino-5-hydroxylmethylpyrimidine was detected. And, 2-methyl-4-amino-5-pyrimidine aldoxime was contained in an amount of 6%. Starting materials: N1=NC(=CC=C1)C(C)O (1-(pyridazin-3-yl)ethanol), S(=O)(Cl)Cl (sulfurous dichloride). Solvent: C(Cl)Cl (DCM). Reaction conditions: time 3 hour. Yields the product ClC(C)C=1N=NC=CC1 (3-(1-chloroethyl)pyridazine). As a reaction SMILES: [N:1]1[CH:6]=[CH:5][CH:4]=[C:3]([CH:7](O)[CH3:8])[N:2]=1.S(Cl)([Cl:12])=O>C(Cl)Cl>[Cl:12][CH:7]([C:3]1[N:2]=[N:1][CH:6]=[CH:5][CH:4]=1)[CH3:8]. Procedure details: To a solution of 1-(pyridazin-3-yl)ethanol (3) (50 mg, 0.40 mmol) in DCM (1 mL), there was added sulfurous dichloride (0.2 mL). The resulting solution was stirred at room temperature for 3 hrs. Solvent was removed to give 3-(1-chloroethyl)pyridazine (4), which was used for the next step without purification. The reactants are N[C@@H](CCCNC(N)=N)C(=O)O (arginine), P(O)(O)(O)=O (phosphoric acid). Product: P(=O)([O-])([O-])[O-].[NH3+][C@@H](CCCNC(N)=N)C(=O)O.[NH3+][C@@H](CCCNC(N)=N)C(=O)O.[NH3+][C@@H](CCCNC(N)=N)C(=O)O (argininium phosphate). As a reaction SMILES: [NH2:1][C@H:2]([C:10]([OH:12])=[O:11])[CH2:3][CH2:4][CH2:5][NH:6][C:7](=[NH:9])[NH2:8].[P:13](=[O:17])([OH:16])([OH:15])[OH:14]>>[P:13]([O-:17])([O-:16])([O-:15])=[O:14].[NH3+:1][C@H:2]([C:10]([OH:12])=[O:11])[CH2:3][CH2:4][CH2:5][NH:6][C:7](=[NH:8])[NH2:9].[NH3+:1][C@H:2]([C:10]([OH:12])=[O:11])[CH2:3][CH2:4][CH2:5][NH:6][C:7](=[NH:8])[NH2:9].[NH3+:1][C@H:2]([C:10]([OH:12])=[O:11])[CH2:3][CH2:4][CH2:5][NH:6][C:7](=[NH:8])[NH2:9] |f:2.3.4.5|. Procedure: t-PA was precipitated by dialysis versus 0.001M sodium succinate buffer at pH 6. The resulting precipitate was isolated by centrifugation, then a measured amount of this material was equilibrated in 1 ml of the desired buffer system for 20 hours at 5° C. with agitation. The buffer systems studied were prepared by titration of arginine with phosphoric acid to produce an argininium phosphate system at pH6.0. Stock solutions were diluted with water to obtain final buffer solutions containing 0.10 t... Reactants: ClC1=CC(=C(CN2N=CC3=CC(=CC=C23)\C=C/2\C(N(C(S2)=O)C[C@H]2NC[C@@H](C2)O)=O)C=C1)C(F)(F)F ((5Z)-5-({1-[4-chloro-2-(trifluoromethyl)benzyl]-1H-indazol-5-yl}methylidene)-3-{[(2S,4R)-4-hydroxypyrrolidin-2-yl]methyl}-1,3-thiazolidine-2,4-dione), BrCCO (2-bromoethanol). Yields the product ClC1=CC(=C(CN2N=CC3=CC(=CC=C23)\C=C/2\C(N(C(S2)=O)C[C@H]2N(C[C@@H](C2)O)CCO)=O)C=C1)C(F)(F)F ((5Z)-5-({1-[4-Chloro-2-(trifluoromethyl)benzyl]-1H-indazol-5-yl}methylidene)-3-{[(2S,4R)-4-hydroxy-1-(2-hydroxyethyl)pyrrolidin-2-yl]methyl}-1,3-thiazolidine-2,4-dione). RXN SMILES: [Cl:1][C:2]1[CH:32]=[CH:31][C:5]([CH2:6][N:7]2[C:15]3[C:10](=[CH:11][C:12](/[CH:16]=[C:17]4/[C:18](=[O:30])[N:19]([CH2:23][C@@H:24]5[CH2:28][C@@H:27]([OH:29])[CH2:26][NH:25]5)[C:20](=[O:22])[S:21]/4)=[CH:13][CH:14]=3)[CH:9]=[N:8]2)=[C:4]([C:33]([F:36])([F:35])[F:34])[CH:3]=1.Br[CH2:38][CH2:39][OH:40]>>[Cl:1][C:2]1[CH:32]=[CH:31][C:5]([CH2:6][N:7]2[C:15]3[C:10](=[CH:11][C:12](/[CH:16]=[C:17]4/[C:18](=[O:30])[N:19]([CH2:23][C@@H:24]5[CH2:28][C@@H:27]([OH:29])[CH2:26][N:25]5[CH2:38][CH2:39][OH:40])[C:20](=[O:22])[S:21]/4)=[CH:13][CH:14]=3)[CH:9]=[N:8]2)=[C:4]([C:33]([F:36])([F:35])[F:34])[CH:3]=1. Procedure details: (5Z)-5-({1-[4-Chloro-2-(trifluoromethyl)benzyl]-1H-indazol-5-yl}methylidene)-3-{[(2S,4R)-4-hydroxy-1-(2-hydroxyethyl)pyrrolidin-2-yl]methyl}-1,3-thiazolidine-2,4-dione was prepared from (5Z)-5-({1-[4-chloro-2-(trifluoromethyl)benzyl]-1H-indazol-5-yl}methylidene)-3-{[(2S,4R)-4-hydroxypyrrolidin-2-yl]methyl}-1,3-thiazolidine-2,4-dione (Example 182) and 2-bromoethanol following General Procedure S. Starting materials: Nc1ccccc1Cl, ClC(Cl)Cl, Nc1cc([N+](=O)[O-])ccc1C(=O)O, O=S(Cl)Cl, c1ccccc1. The product is Nc1cc([N+](=O)[O-])ccc1C(=O)Nc1ccccc1Cl. RXN SMILES: [Cl:18][c:19]1[c:20]([NH2:21])[cH:22][cH:23][cH:24][cH:25]1.[Cl:26][CH:27]([Cl:28])[Cl:29].[N+:1](=[O:2])([O-:3])[c:4]1[cH:5][c:6]([NH2:13])[c:7]([C:8](=[O:9])[OH:10])[cH:11][cH:12]1.[S:14]([Cl:15])([Cl:16])=[O:17].[cH:30]1[cH:31][cH:32][cH:33][cH:34][cH:35]1>>[N+:1](=[O:2])([O-:3])[c:4]1[cH:5][c:6]([NH2:13])[c:7]([C:8](=[O:10])[NH:21][c:20]2[c:19]([Cl:18])[cH:25][cH:24][cH:23][cH:22]2)[cH:11][cH:12]1. Starting materials: S1C(=NC2=C1C=CC=C2)C(=O)C2CCN(CC2)C(=O)OC(C)(C)C (4-[(2-benzothiazolyl)carbonyl]-1-piperidinecarboxylic acid, 1,1-dimethylethyl ester), FC(C(=O)O)(F)F (trifluoroacetic acid). Run in C(C)OCC (ethyl ether). Reaction conditions: time 2 hour. Product: S1C(=NC2=C1C=CC=C2)C(=O)C2CCNCC2 ((2-Benzothiazolyl)(4-piperidinyl)methanone). RXN SMILES: [S:1]1[C:5]2[CH:6]=[CH:7][CH:8]=[CH:9][C:4]=2[N:3]=[C:2]1[C:10]([CH:12]1[CH2:17][CH2:16][N:15](C(OC(C)(C)C)=O)[CH2:14][CH2:13]1)=[O:11].FC(F)(F)C(O)=O>C(OCC)C>[S:1]1[C:5]2[CH:6]=[CH:7][CH:8]=[CH:9][C:4]=2[N:3]=[C:2]1[C:10]([CH:12]1[CH2:17][CH2:16][NH:15][CH2:14][CH2:13]1)=[O:11]. Reported procedure: Mix 4-[(2-benzothiazolyl)carbonyl]-1-piperidinecarboxylic acid, 1,1-dimethylethyl ester (10.5 g, 30.31 mmol) and trifluoroacetic acid (75 mL) and stir at room temperature for 2 hours. Cool in an ice/water bath and add ethyl ether until a solid begins to precipitate. Stir at 0° C. for 30 minutes, collect the solid by filtration and wash with ethyl ether and recrystallize (methanol/ethyl ether) to give the title compound as a white powder; mp 195°-197° C.